Dataset: the Open Reaction Database (ORD), a public repository of structured organic reaction records. Task: describe an organic reaction: reactants, conditions, products, and yield Reactants: COC(=O)Cc1cc(OCc2ccc(F)cc2)ccc1CNC(C)C(N)=O, Cc1ccccc1. Product: CC(C(N)=O)N1Cc2ccc(OCc3ccc(F)cc3)cc2CC1=O. Reaction SMILES: [CH3:1][O:2][C:3]([CH2:4][c:5]1[c:6]([CH2:20][NH:21][CH:22]([CH3:23])[C:24]([NH2:25])=[O:26])[cH:7][cH:8][c:9]([O:11][CH2:12][c:13]2[cH:14][cH:15][c:16]([F:19])[cH:17][cH:18]2)[cH:10]1)=[O:27].[CH3:28][c:29]1[cH:30][cH:31][cH:32][cH:33][cH:34]1>>[O:2]=[C:3]1[CH2:4][c:5]2[c:6]([cH:7][cH:8][c:9]([O:11][CH2:12][c:13]3[cH:14][cH:15][c:16]([F:19])[cH:17][cH:18]3)[cH:10]2)[CH2:20][N:21]1[CH:22]([CH3:23])[C:24]([NH2:25])=[O:26]. The reactants are C(C=C)(=O)OCCC(C)O (3-hydroxybutyl acrylate), C(C)(C)(C)C1=C(C(=CC(=C1)C)C(C)(C)C)O (2,6-di-tert-butyl-4-methylphenol), CN(C)CCCN1CN(CN(C1)CCCN(C)C)CCCN(C)C (Desmorapid), CSC1=C(C=CC=C1)N=C=O (2-(methylthio)phenyl isocyanate), [N-]=C=O (isocyanate). Solvent: C(C)(=O)OCC (ethyl acetate). Conditions: temperature 60 celsius. The product is C(C=C)(=O)OCC(CC)OC(NC1=C(C=CC=C1)SC)=O (2-({[2-(Methylsulphanyl)phenyl]carbamoyl}oxy)butyl prop-2-enoate). Reaction SMILES: C(C1C=C(C)C=C(C(C)(C)C)C=1[OH:16])(C)(C)C.CN(CCCN1CN(CCCN(C)C)CN(CCCN(C)C)C1)C.[CH3:41][S:42][C:43]1[CH:48]=[CH:47][CH:46]=[CH:45][C:44]=1[N:49]=[C:50]=[O:51].[C:52]([O:56][CH2:57][CH2:58][CH:59](O)[CH3:60])(=[O:55])[CH:53]=[CH2:54].[N-]=C=O>C(OCC)(=O)C>[C:52]([O:56][CH2:57][CH:58]([O:51][C:50](=[O:16])[NH:49][C:44]1[CH:45]=[CH:46][CH:47]=[CH:48][C:43]=1[S:42][CH3:41])[CH2:59][CH3:60])(=[O:55])[CH:53]=[CH2:54]. Reported procedure: 0.008 g of 2,6-di-tert-butyl-4-methylphenol, 0.004 g of Desmorapid Z, 4.3 g of 2-(methylthio)phenyl isocyanate in 8.5 g ethyl acetate were initially introduced into a 50 ml round-bottomed flask and heated to 60° C. Thereafter, 4 g of 3-hydroxybutyl acrylate were added dropwise and the mixture was kept further at 60° C. until the isocyanate content had fallen below 0.1%. Thereafter, the ethyl acetate was distilled off at 5 mbar and cooling was effected. The product was obtained as a light yellow ... Reactants: [BH4-], CC(=O)[O-], CC(=O)O, C[N+](=O)[O-], [NH4+], [Na+], O, O=Cc1ccc(Oc2cccnc2)nc1. Yields the product O=[N+]([O-])CCc1ccc(Oc2cccnc2)nc1. Reaction SMILES: [BH4-:25].[CH3:21][C:22](=[O:23])[O-:24].[CH3:28][C:29](=[O:30])[OH:31].[N+:16](=[O:17])([O-:18])[CH3:19].[NH4+:20].[Na+:26].[OH2:27].[n:1]1[cH:2][c:3]([O:7][c:8]2[cH:9][cH:10][c:11]([CH:14]=[O:15])[cH:12][n:13]2)[cH:4][cH:5][cH:6]1>>[n:1]1[cH:2][c:3]([O:7][c:8]2[cH:9][cH:10][c:11]([CH2:14][CH2:19][N+:16](=[O:17])[O-:18])[cH:12][n:13]2)[cH:4][cH:5][cH:6]1.